Dataset: the Open Reaction Database (ORD), a public repository of structured organic reaction records. Task: describe an organic reaction: reactants, conditions, products, and yield Starting materials: FC(C=1C=C(C=CC1)C1=NC(=NO1)CC1=CC=C(C(=O)OC)C=C1)(F)F (methyl 4-({5-[3-(trifluoromethyl)phenyl]-1,2,4-oxadiazol-3-yl}methyl)benzoate), [OH-].[Li+] (lithium hydroxide). Run in O1CCCC1 (tetrahydrofuran), O (water). Reaction conditions: temperature 50 celsius. Yields the product FC(C=1C=C(C=CC1)C1=NC(=NO1)CC1=CC=C(C(=O)O)C=C1)(F)F (4-({5-[3-(trifluoromethyl)phenyl]-1,2,4-oxadiazol-3-yl}methyl)benzoic acid). Yield: 52.0%. As a reaction SMILES: [F:1][C:2]([F:26])([F:25])[C:3]1[CH:4]=[C:5]([C:9]2[O:13][N:12]=[C:11]([CH2:14][C:15]3[CH:24]=[CH:23][C:18]([C:19]([O:21]C)=[O:20])=[CH:17][CH:16]=3)[N:10]=2)[CH:6]=[CH:7][CH:8]=1.[OH-].[Li+]>O1CCCC1.O>[F:25][C:2]([F:1])([F:26])[C:3]1[CH:4]=[C:5]([C:9]2[O:13][N:12]=[C:11]([CH2:14][C:15]3[CH:24]=[CH:23][C:18]([C:19]([OH:21])=[O:20])=[CH:17][CH:16]=3)[N:10]=2)[CH:6]=[CH:7][CH:8]=1 |f:1.2|. Reported procedure: The compound (1.2 g) obtained in Example 201b was dissolved in tetrahydrofuran (32 mL) and water (8 mL), and lithium hydroxide (0.56 g) was added. The reaction mixture was heated at 40-60° C. for 48 hr, stirred and concentrated under reduced pressure. The residue was diluted with water and adjusted with 2.5N hydrochloric acid to pH 5-6. The resulting precipitate was collected by filtration and dried. The obtained solid was recrystallized from ethyl acetate to give the title compound (0.60 g) as ...